This data is from the Open Reaction Database (ORD), a public repository of structured organic reaction records. The task is: describe an organic reaction: reactants, conditions, products, and yield Starting materials: ClC1=NC=C(C=C1)[N+](=O)[O-] (2-chloro-5-nitro-pyridine), 9a, 16a1, N1(CCOCC1)CCCN (3-morpholin-4-yl-propylamine). Run in CS(=O)C (DMSO), Cl (HCl). Conditions: temperature 50 celsius. Yields the product N1(CCOCC1)CCCNC1=NC=C(C=C1)[N+](=O)[O-] ((3-morpholin-4-yl-propyl)-(5-nitro-pyridin-2-yl)-amine). Reaction SMILES: Cl[C:2]1[CH:7]=[CH:6][C:5]([N+:8]([O-:10])=[O:9])=[CH:4][N:3]=1.[N:11]1([CH2:17][CH2:18][CH2:19][NH2:20])[CH2:16][CH2:15][O:14][CH2:13][CH2:12]1>CS(C)=O.Cl>[N:11]1([CH2:17][CH2:18][CH2:19][NH:20][C:2]2[CH:7]=[CH:6][C:5]([N+:8]([O-:10])=[O:9])=[CH:4][N:3]=2)[CH2:16][CH2:15][O:14][CH2:13][CH2:12]1. Procedure details: 2-chloro-5-nitro-pyridine Compound 16a1 (6.06 g, 38.2 mmol) and 3-morpholin-4-yl-propylamine Compound 9a (6.27 mL, 42.1 mmol) were combined in DMSO (100 mL) and heated to 50° C. After 2.5 hours the reaction mixture was diluted with 0.5 M HCl and washed with ethyl ether. The aqueous layer was adjusted to pH 11 with NaOH and extracted with EtOAc. The combined organic layers were dried over MgSO4 and concentrated to provide (3-morpholin-4-yl-propyl)-(5-nitro-pyridin-2-yl)-amine Compound 19a1. Using... Starting materials: CCCCCCC, O=CC(Cl)(Cl)Cl, c1ccsc1. Product: OC(c1cccs1)C(Cl)(Cl)Cl. RXN SMILES: [CH3:12][CH2:13][CH2:14][CH2:15][CH2:16][CH2:17][CH3:18].[Cl:6][C:7]([CH:8]=[O:9])([Cl:10])[Cl:11].[cH:1]1[cH:2][cH:3][s:4][cH:5]1>>[cH:1]1[cH:2][c:3]([CH:8]([C:7]([Cl:6])([Cl:10])[Cl:11])[OH:9])[s:4][cH:5]1. Starting materials: [Br-], Cc1ccccc1C(=O)CBr, CCCC[N+](CCCC)(CCCC)CCCC, Cc1ccccc1, Cl, [Na+], Cc1ccc2c(c1)NC(=O)C(NC(=O)OC(C)(C)C)CN2C(=O)C(C)(C)C, [OH-]. Yields the product Cc1ccc2c(c1)N(CC(=O)c1ccccc1C)C(=O)C(NC(=O)OC(C)(C)C)CN2C(=O)C(C)(C)C. As a reaction SMILES: [Br-:49].[Br:28][CH2:29][C:30](=[O:31])[c:32]1[c:33]([CH3:38])[cH:34][cH:35][cH:36][cH:37]1.[CH2:50]([N+:51]([CH2:52][CH2:53][CH2:54][CH3:55])([CH2:56][CH2:57][CH2:58][CH3:59])[CH2:60][CH2:61][CH2:62][CH3:63])[CH2:64][CH2:65][CH3:66].[CH3:42][c:43]1[cH:44][cH:45][cH:46][cH:47][cH:48]1.[ClH:41].[Na+:40].[O:1]=[C:2]1[CH:3]([NH:20][C:21](=[O:22])[O:23][C:24]([CH3:25])([CH3:26])[CH3:27])[CH2:4][N:5]([C:14]([C:15]([CH3:16])([CH3:17])[CH3:18])=[O:19])[c:6]2[c:7]([cH:9][c:10]([CH3:13])[cH:11][cH:12]2)[NH:8]1.[OH-:39]>>[O:1]=[C:2]1[CH:3]([NH:20][C:21](=[O:22])[O:23][C:24]([CH3:25])([CH3:26])[CH3:27])[CH2:4][N:5]([C:14]([C:15]([CH3:16])([CH3:17])[CH3:18])=[O:19])[c:6]2[c:7]([cH:9][c:10]([CH3:13])[cH:11][cH:12]2)[N:8]1[CH2:29][C:30](=[O:31])[c:32]1[c:33]([CH3:38])[cH:34][cH:35][cH:36][cH:37]1. Starting materials: C(C)(=O)O (acetic acid), C(C1=CC=CC=C1)OC=1C=C(C(=O)OCC2=CC=CC=C2)C=C(C1)[N+](=O)[O-] (Benzyl 3-benzyloxy-5-nitrobenzoate), hexanes ethyl acetate. The reagents and catalysts are [Zn] (Zn). The solvent is C(Cl)Cl (methylene chloride), C(Cl)Cl (methylene chloride). Reaction conditions: temperature 0 celsius, time 2 hour. Yields the product C(C1=CC=CC=C1)OC=1C=C(C(=O)OCC2=CC=CC=C2)C=C(C1)N (Benzyl 3-benzyloxy-5-aminobenzoate). Isolated yield 48.2%. As a reaction SMILES: C(O)(=O)C.[CH2:5]([O:12][C:13]1[CH:14]=[C:15]([CH:26]=[C:27]([N+:29]([O-])=O)[CH:28]=1)[C:16]([O:18][CH2:19][C:20]1[CH:25]=[CH:24][CH:23]=[CH:22][CH:21]=1)=[O:17])[C:6]1[CH:11]=[CH:10][CH:9]=[CH:8][CH:7]=1>C(Cl)Cl.[Zn]>[CH2:5]([O:12][C:13]1[CH:14]=[C:15]([CH:26]=[C:27]([NH2:29])[CH:28]=1)[C:16]([O:18][CH2:19][C:20]1[CH:21]=[CH:22][CH:23]=[CH:24][CH:25]=1)=[O:17])[C:6]1[CH:7]=[CH:8][CH:9]=[CH:10][CH:11]=1. Procedure details: 2.52 g (38.5 mmol) Zn were suspended in 6 mL methylene chloride (dry, distilled), 0.9 mL (15.7 mmol) acetic acid were added and the suspension was cooled to 0° C. A solution of 0.7 g (1.93 mmol) nitrobenzoate 12 in 2 mL methylene chloride was added by syringe. After 2 h of stirring, TLC (hexanes/ethyl acetate, 7:3, Rf=0.4) indicated complete conversion of starting material. Zn was filtered off and the filtrate was concentrated, taken up in ethyl acetate and washed with aqueous NaHCO3 three times... Starting materials: NC1=CC=C(C=C1)C1=C(NC2=CN=CC=C21)C(=O)N (3-(4-aminophenyl)-1H-pyrrolo[2,3-c]pyridine-2-carboxamide), FC1=C(C=C(C=C1)N=C=O)C(F)(F)F (4-fluoro-3-trifluoromethylphenyl isocyanate). Yields the product pale yellow solid, FC1=C(C=C(C=C1)NC(NC1=CC=C(C=C1)C1=C(NC2=CN=CC=C21)C(=O)N)=O)C(F)(F)F (3-{4-[3-(4-fluoro-3-trifluoromethylphenyl)ureido]-phenyl}-1H-pyrrolo[2,3-c]pyridine-2-carboxamide). As a reaction SMILES: [NH2:1][C:2]1[CH:7]=[CH:6][C:5]([C:8]2[C:16]3[C:11](=[CH:12][N:13]=[CH:14][CH:15]=3)[NH:10][C:9]=2[C:17]([NH2:19])=[O:18])=[CH:4][CH:3]=1.[F:20][C:21]1[CH:26]=[CH:25][C:24]([N:27]=[C:28]=[O:29])=[CH:23][C:22]=1[C:30]([F:33])([F:32])[F:31]>>[F:20][C:21]1[CH:26]=[CH:25][C:24]([NH:27][C:28](=[O:29])[NH:1][C:2]2[CH:3]=[CH:4][C:5]([C:8]3[C:16]4[C:11](=[CH:12][N:13]=[CH:14][CH:15]=4)[NH:10][C:9]=3[C:17]([NH2:19])=[O:18])=[CH:6][CH:7]=2)=[CH:23][C:22]=1[C:30]([F:31])([F:32])[F:33]. Reported procedure: 56 mg of pale yellow solid 3-{4-[3-(4-fluoro-3-trifluoromethylphenyl)ureido]-phenyl}-1H-pyrrolo[2,3-c]pyridine-2-carboxamide are prepared as described in Example 1 starting with 3-(4-aminophenyl)-1H-pyrrolo[2,3-c]pyridine-2-carboxamide and 4-fluoro-3-trifluoromethylphenyl isocyanate. The reactants are Brc1ccccn1, CC(C)(C)OC(=O)N1CCC(C=O)CC1, C1CCOC1, CC(C)[N-]C(C)C, [Li+]. Product: CC(C)(C)OC(=O)N1CCC(C(O)c2cccnc2Br)CC1. Reaction SMILES: [Br:1][c:2]1[n:3][cH:4][cH:5][cH:6][cH:7]1.[C:16]([CH3:17])([CH3:18])([CH3:19])[O:20][C:21](=[O:22])[N:23]1[CH2:24][CH2:25][CH:26]([CH:29]=[O:30])[CH2:27][CH2:28]1.[CH2:31]1[O:32][CH2:33][CH2:34][CH2:35]1.[CH3:9][CH:10]([N-:11][CH:12]([CH3:13])[CH3:14])[CH3:15].[Li+:8]>>[Br:1][c:2]1[n:3][cH:4][cH:5][cH:6][c:7]1[CH:29]([CH:26]1[CH2:25][CH2:24][N:23]([C:21]([O:20][C:16]([CH3:17])([CH3:18])[CH3:19])=[O:22])[CH2:28][CH2:27]1)[OH:30]. Starting materials: C([O-])(O)=O.[Na+] (sodium bicarbonate), ClN1C(CCC1=O)=O (N-chlorosuccinimide), FC1=C(C=CC(=C1)[N+](=O)[O-])NC=1C2=C(N=CC1)NC=C2 (N-(2-fluoro-4-nitrophenyl)-1H-pyrrolo[2,3-b]pyridine-4-amine), ClN1C(CCC1=O)=O (N-chlorosuccinimide). Run in C1CCOC1 (THF). Run at time 8 hour. Product: ClC1=CNC=2N=CC=C(C21)NC2=C(C=C(C=C2)[N+](=O)[O-])F (3-Chloro-N-(2-fluoro-4-nitrophenyl)-1H-pyrrolo[2,3-b]pyridine-4-amine). As a reaction SMILES: [Cl:1]N1C(=O)CCC1=O.[F:9][C:10]1[CH:15]=[C:14]([N+:16]([O-:18])=[O:17])[CH:13]=[CH:12][C:11]=1[NH:19][C:20]1[C:21]2[CH:28]=[CH:27][NH:26][C:22]=2[N:23]=[CH:24][CH:25]=1.C(=O)(O)[O-].[Na+]>C1COCC1>[Cl:1][C:28]1[C:21]2[C:20]([NH:19][C:11]3[CH:12]=[CH:13][C:14]([N+:16]([O-:18])=[O:17])=[CH:15][C:10]=3[F:9])=[CH:25][CH:24]=[N:23][C:22]=2[NH:26][CH:27]=1 |f:2.3|. Procedure details: 108 mg (810 μmol) of N-chlorosuccinimide are added to a solution of 200 mg (730 μmol) of N-(2-fluoro-4-nitrophenyl)-1H-pyrrolo[2,3-b]pyridine-4-amine in 5 ml of THF, and the mixture is stirred at RT overnight. To bring the reaction to completion, another 49 mg (365 μmol) of N-chlorosuccinimide are added, and the mixture is stirred for another night. Saturated sodium bicarbonate solution is then added to the reaction mixture, and the mixture is extracted with ethyl acetate. The organic phases are... Starting materials: N(=NC(=O)OCC)C(=O)OCC.C1(=CC=CC=C1)C (diethyl azodicarboxylate toluene), C1(=CC=CC=C1)P(C1=CC=CC=C1)C1=CC=CC=C1 (Triphenylphosphine), C1(C=2C(C(N1)=O)=CC=CC2)=O (phthalimide), OCC1CN(CCC1)C1=C(C(=O)OC)C=CC=C1 (methyl 2-[3-(hydroxymethyl)piperidin-1-yl]benzoate). Solvent: O1CCCC1 (tetrahydrofuran), O (water). Reaction conditions: time 10 minute. The product is COC(=O)C1=C(C=CC=C1)N1CC(CCC1)CN1C(C=2C(C1=O)=CC=CC2)=O (N-[[1-[2-(Methoxycarbonyl)phenyl]piperidin-3-yl]methyl]phthalimide). Yield: 94.6%. Reaction SMILES: C1(P(C2C=CC=CC=2)C2C=CC=CC=2)C=CC=CC=1.[C:20]1(=[O:30])[NH:24][C:23](=[O:25])[C:22]2=[CH:26][CH:27]=[CH:28][CH:29]=[C:21]12.O[CH2:32][CH:33]1[CH2:38][CH2:37][CH2:36][N:35]([C:39]2[CH:48]=[CH:47][CH:46]=[CH:45][C:40]=2[C:41]([O:43][CH3:44])=[O:42])[CH2:34]1.N(C(OCC)=O)=NC(OCC)=O.C1(C)C=CC=CC=1>O1CCCC1.O>[CH3:44][O:43][C:41]([C:40]1[CH:45]=[CH:46][CH:47]=[CH:48][C:39]=1[N:35]1[CH2:36][CH2:37][CH2:38][CH:33]([CH2:32][N:24]2[C:20](=[O:30])[C:21]3=[CH:29][CH:28]=[CH:27][CH:26]=[C:22]3[C:23]2=[O:25])[CH2:34]1)=[O:42] |f:3.4|. Reported procedure: Triphenylphosphine (1.68 g, 6.20 mmol) and phthalimide (799 mg, 5.43 mmol) were added to methyl 2-[3-(hydroxymethyl)piperidin-1-yl]benzoate (1.29 g, 5.17 mmol) in tetrahydrofuran (10 mL). The reaction mixture was stirred at room temperature for 10 min and a 40% diethyl azodicarboxylate/toluene solution (3.52 mL, 7.76 mmol) was added. The mixture was then stirred at room temperature for 8 hours. Subsequently, water was added and the mixture was extracted with ethylacetate. The extract was washed ...